Dataset: the Open Reaction Database (ORD), a public repository of structured organic reaction records. Task: describe an organic reaction: reactants, conditions, products, and yield Reactants: BrC1=CC(=C(C=C1)OC)OC1CCCC1 (1-Bromo-3-cyclopentyloxy-4-methoxybenzene), [Mg] (magnesium), C1([C@H]2[C@@H](C(=O)O1)CC=CC2)=O ((cis)-1,2,3,6-tetrahydrophthalic anhydride). Run in O1CCCC1 (tetrahydrofuran), O1CCCC1 (tetrahydrofuran). Conditions: time 18 hour. Yields the product C1(CCCC1)OC=1C=C(C(=O)[C@@H]2[C@H](C(=O)O)CC=CC2)C=CC1OC ((cis)-2-(3-Cyclopentyloxy-4-methoxybenzoyl)-1,2,3,6-tetrahydrobenzoic acid). As a reaction SMILES: Br[C:2]1[CH:7]=[CH:6][C:5]([O:8][CH3:9])=[C:4]([O:10][CH:11]2[CH2:15][CH2:14][CH2:13][CH2:12]2)[CH:3]=1.[Mg].[C:17]1(=[O:27])[O:22][C:20](=[O:21])[C@H:19]2[CH2:23][CH:24]=[CH:25][CH2:26][C@@H:18]12>O1CCCC1>[CH:11]1([O:10][C:4]2[CH:3]=[C:2]([CH:7]=[CH:6][C:5]=2[O:8][CH3:9])[C:17]([C@H:18]2[CH2:26][CH:25]=[CH:24][CH2:23][C@H:19]2[C:20]([OH:22])=[O:21])=[O:27])[CH2:15][CH2:14][CH2:13][CH2:12]1. Procedure details: A solution of 100 mmol of 1-Bromo-3-cyclopentyloxy-4-methoxybenzene in tetrahydrofuran was added slowly to a mixture of 1.1 equivalent of magnesium. After complete addition, the mixture was refluxed for 5 h and left at room temperature for additional 18 h. The mixture was added slowly to a solution of (cis)-1,2,3,6-tetrahydrophthalic anhydride in tetrahydrofuran at 0° C. After complete addition the mixture was refluxed for 6 h and left at room temperature for addition 18 h after which the reacti... Reactants: OCC1(CCC1)CO ([1-(hydroxymethyl)cyclobutyl]methanol), CN(C=O)C (dimethylforamide), [H-].[Na+] (sodium hydride), ClC1=NC=CC(=N1)Cl (2,4-dichloropyrimidine). Solvent: O1CCCC1 (tetrahydrofuran). Reaction conditions: time 15 minute. Product: ClC1=NC=CC(=N1)OCC1(CCC1)CO ((1-{[(2-chloro-4-pyrimidinyl)oxy]methyl}cyclobutyl)methanol). Isolated yield 45.7%. As a reaction SMILES: [OH:1][CH2:2][C:3]1([CH2:7][OH:8])[CH2:6][CH2:5][CH2:4]1.CN(C)C=O.[H-].[Na+].[Cl:16][C:17]1[N:22]=[C:21](Cl)[CH:20]=[CH:19][N:18]=1>O1CCCC1>[Cl:16][C:17]1[N:22]=[C:21]([O:1][CH2:2][C:3]2([CH2:7][OH:8])[CH2:6][CH2:5][CH2:4]2)[CH:20]=[CH:19][N:18]=1 |f:2.3|. Reported procedure: To a solution of 1.00 g (8.62 mmol) of [1-(hydroxymethyl)cyclobutyl]methanol in 20 ml of (1:1) tetrahydrofuran:dimethylforamide was added a 60% dispersion of 0.413 g (8.62 mmol) of sodium hydride in oil. The reaction was stirred for 15 min and 1.28 g (8.62 mmol) of 2,4-dichloropyrimidine was added. After stirring for 2 h, the reaction was concentrated under vacuum and the residue was purified using silica gel chromatography eluting with ethyl acetate:hexane (4:6) to afford 0.9 g (51%) of (1-{[(2... The reactants are CCOc1cc(CN2CCC(N)CC2)ccc1OC, CN1CCCC1=O, Cc1ccc2nc(Cl)nc(N)c2c1. Yields the product CCOc1cc(CN2CCC(Nc3nc(N)c4cc(C)ccc4n3)CC2)ccc1OC. RXN SMILES: [CH2:14]([CH3:15])[O:16][c:17]1[cH:18][c:19]([CH2:20][N:21]2[CH2:22][CH2:23][CH:24]([NH2:27])[CH2:25][CH2:26]2)[cH:28][cH:29][c:30]1[O:31][CH3:32].[CH3:33][N:34]1[CH2:35][CH2:36][CH2:37][C:38]1=[O:39].[Cl:1][c:2]1[n:3][c:4]2[cH:5][cH:6][c:7]([CH3:13])[cH:8][c:9]2[c:10]([NH2:12])[n:11]1>>[c:2]1([NH:27][CH:24]2[CH2:23][CH2:22][N:21]([CH2:20][c:19]3[cH:18][c:17]([O:16][CH2:14][CH3:15])[c:30]([O:31][CH3:32])[cH:29][cH:28]3)[CH2:26][CH2:25]2)[n:3][c:4]2[cH:5][cH:6][c:7]([CH3:13])[cH:8][c:9]2[c:10]([NH2:12])[n:11]1. The reactants are O1CCOCC1 (dioxane), Cl (hydrochloric acid), C(C)OC(=O)C1=COC2=C(C1=O)C=C(C(=C2)NS(=O)(=O)C)OC2=CC=CC=C2 (3-ethoxycarbonyl-7-methylsulfonylamino-6-phenoxy-4H-1-benzopyran-4-one). The solvent is O (water). Product: C(=O)(O)C1=COC2=C(C1=O)C=C(C(=C2)NS(=O)(=O)C)OC2=CC=CC=C2 (3-carboxy-7-methylsulfonylamino-6-phenoxy4H-1-benzopyran-4-one). Isolated yield 90.9%. As a reaction SMILES: O1CCOCC1.Cl.C([O:10][C:11]([C:13]1[C:18](=[O:19])[C:17]2[CH:20]=[C:21]([O:29][C:30]3[CH:35]=[CH:34][CH:33]=[CH:32][CH:31]=3)[C:22]([NH:24][S:25]([CH3:28])(=[O:27])=[O:26])=[CH:23][C:16]=2[O:15][CH:14]=1)=[O:12])C>O>[C:11]([C:13]1[C:18](=[O:19])[C:17]2[CH:20]=[C:21]([O:29][C:30]3[CH:35]=[CH:34][CH:33]=[CH:32][CH:31]=3)[C:22]([NH:24][S:25]([CH3:28])(=[O:26])=[O:27])=[CH:23][C:16]=2[O:15][CH:14]=1)([OH:12])=[O:10]. Procedure: 80 ml of dioxane and 40 ml of 6N hydrochloric acid were added to 4.03 g of 3-ethoxycarbonyl-7-methylsulfonylamino-6-phenoxy-4H-1-benzopyran-4-one. The mixture was refluxed for 30 minutes. The reaction mixture was cooled. 200 ml of water was added thereto. The resulting crystal was collected by filtration, washed with water and recrystallized from acetic acid to obtain 3.41 g (yield: 91%) of 3-carboxy-7-methylsulfonylamino-6-phenoxy4H-1-benzopyran-4-one having a melting point of >250° C.